This data is from the Open Reaction Database (ORD), a public repository of structured organic reaction records. The task is: describe an organic reaction: reactants, conditions, products, and yield The reactants are CN(C)C(C)(C)C1CCN(Cc2ccccc2)C1, CO, Cl. The product is CN(C)C(C)(C)C1CCNC1, Cl. RXN SMILES: [CH3:1][N:2]([C:3]([CH3:4])([CH3:5])[CH:6]1[CH2:7][N:8]([CH2:11][c:12]2[cH:13][cH:14][cH:15][cH:16][cH:17]2)[CH2:9][CH2:10]1)[CH3:18].[CH3:20][OH:21].[ClH:19]>>[CH3:1][N:2]([C:3]([CH3:4])([CH3:5])[CH:6]1[CH2:7][NH:8][CH2:9][CH2:10]1)[CH3:18].[ClH:19]. The reactants are CO, [Li+], [OH-], O, COC(=O)c1ccc(C(=O)N2Cc3ccc(C(=O)NCc4cccnc4)n3Cc3ccccc32)cc1. The product is O=C(O)c1ccc(C(=O)N2Cc3ccc(C(=O)NCc4cccnc4)n3Cc3ccccc32)cc1. As a reaction SMILES: [CH3:39][OH:40].[Li+:37].[OH-:38].[OH2:41].[n:1]1[cH:2][c:3]([CH2:7][NH:8][C:9](=[O:10])[c:11]2[cH:12][cH:13][c:14]3[n:20]2[CH2:19][c:18]2[c:17]([cH:24][cH:23][cH:22][cH:21]2)[N:16]([C:25](=[O:26])[c:27]2[cH:28][cH:29][c:30]([C:31](=[O:32])[O:33][CH3:34])[cH:35][cH:36]2)[CH2:15]3)[cH:4][cH:5][cH:6]1>>[n:1]1[cH:2][c:3]([CH2:7][NH:8][C:9](=[O:10])[c:11]2[cH:12][cH:13][c:14]3[n:20]2[CH2:19][c:18]2[c:17]([cH:24][cH:23][cH:22][cH:21]2)[N:16]([C:25](=[O:26])[c:27]2[cH:28][cH:29][c:30]([C:31](=[O:32])[OH:33])[cH:35][cH:36]2)[CH2:15]3)[cH:4][cH:5][cH:6]1. Starting materials: NC1=NC=C(C=C1)Cl (2-amino-5-chloropyridine), C1(CCCCC1)C[C@@H](C(=O)O)N1C(N[C@H](C1=O)CC1CCCCC1)=O ((S,S)-3-cyclohexyl-2-[4-(cyclohexyl)methyl-2,5-dioxoimidazolidin-1-yl]propanoic acid). The product is ClC=1C=CC(=NC1)NC([C@H](CC1CCCCC1)N1C(N[C@H](C1=O)CC1CCCCC1)=O)=O ((S,S)-N-(5-chloropyridin-2-yl)-3-cyclohexyl-2-[4-(cyclohexyl)methyl-2,5-dioxoimidazolidin-1-yl]propanamide). Reaction SMILES: [NH2:1][C:2]1[CH:7]=[CH:6][C:5]([Cl:8])=[CH:4][N:3]=1.[CH:9]1([CH2:15][C@H:16]([N:20]2[C:24](=[O:25])[C@H:23]([CH2:26][CH:27]3[CH2:32][CH2:31][CH2:30][CH2:29][CH2:28]3)[NH:22][C:21]2=[O:33])[C:17](O)=[O:18])[CH2:14][CH2:13][CH2:12][CH2:11][CH2:10]1>>[Cl:8][C:5]1[CH:6]=[CH:7][C:2]([NH:1][C:17](=[O:18])[C@@H:16]([N:20]2[C:24](=[O:25])[C@H:23]([CH2:26][CH:27]3[CH2:32][CH2:31][CH2:30][CH2:29][CH2:28]3)[NH:22][C:21]2=[O:33])[CH2:15][CH:9]2[CH2:10][CH2:11][CH2:12][CH2:13][CH2:14]2)=[N:3][CH:4]=1. Procedure: By using the conditions described in Step (iv) of Example 17, 2-amino-5-chloropyridine was condensed with (S,S)-3-cyclohexyl-2-[4-(cyclohexyl)methyl-2,5-dioxoimidazolidinyl]propanoic acid [Example 17, Step (iii)] to give the title compound as a colorless foam: EI-HRMS m/e calcd for C24H33N4O3Cl (M+) 461.2319, found 461.2321. The reactants are CC1(C)OB(c2cnn(C3CCNCC3)c2)OC1(C)C, CS(=O)(=O)Cl, CCN(C(C)C)C(C)C, ClCCl, Cl. Product: CC1(C)OB(c2cnn(C3CCN(S(C)(=O)=O)CC3)c2)OC1(C)C. As a reaction SMILES: [CH3:2][C:3]1([CH3:21])[O:4][B:5]([c:10]2[cH:11][n:12][n:13]([CH:15]3[CH2:16][CH2:17][NH:18][CH2:19][CH2:20]3)[cH:14]2)[O:6][C:7]1([CH3:8])[CH3:9].[CH3:31][S:32]([Cl:33])(=[O:34])=[O:35].[CH:22]([N:23]([CH2:24][CH3:25])[CH:26]([CH3:27])[CH3:28])([CH3:29])[CH3:30].[Cl:36][CH2:37][Cl:38].[ClH:1]>>[CH3:2][C:3]1([CH3:21])[O:4][B:5]([c:10]2[cH:11][n:12][n:13]([CH:15]3[CH2:16][CH2:17][N:18]([S:32]([CH3:31])(=[O:34])=[O:35])[CH2:19][CH2:20]3)[cH:14]2)[O:6][C:7]1([CH3:8])[CH3:9].